Dataset: the Open Reaction Database (ORD), a public repository of structured organic reaction records. Task: describe an organic reaction: reactants, conditions, products, and yield The reactants are [OH-].OC1=C(SC2=[N+]1CCC1=CC=CC=C21)C2=CC=CC=C2 (5,6-dihydro-3-hydroxy-2-phenylthiazolo[2,3-a]isoquinolinium hydroxide), C(C)#N (acetonitrile), C1(=CC=CC=C1)S(=O)C=C (phenylvinyl sulfoxide). Solvent: C=1(C(=CC=CC1)C)C (xylene). The product is C1(=CC=CC=C1)C=1C(N2CCC3=C(C2=CC1)C=CC=C3)=O (6,7-dihydro-3-phenyl-4H-benzo[a]quinolizine-4-one). Reaction SMILES: [OH-].[OH:2][C:3]1[N+:7]2[CH2:8][CH2:9][C:10]3[C:15]([C:6]=2S[C:4]=1[C:16]1[CH:21]=[CH:20][CH:19]=[CH:18][CH:17]=1)=[CH:14][CH:13]=[CH:12][CH:11]=3.[C:22]1(S(C=C)=O)C=CC=C[CH:23]=1.C(#N)C>C1(C)C(C)=CC=CC=1>[C:16]1([C:4]2[C:3](=[O:2])[N:7]3[C:6](=[CH:22][CH:23]=2)[C:15]2[CH:14]=[CH:13][CH:12]=[CH:11][C:10]=2[CH2:9][CH2:8]3)[CH:21]=[CH:20][CH:19]=[CH:18][CH:17]=1 |f:0.1|. Reported procedure: be) from 5,6-dihydro-3-hydroxy-2-phenylthiazolo[2,3-a]isoquinolinium hydroxide (internal salt) and phenylvinyl sulfoxide in xylene there was obtained 6,7-dihydro-3-phenyl-4H-benzo[a]quinolizine-4-one of m.p. 139.5°-140.5° (from acetonitrile): Run at time 15 hour. Procedure details: 28 ml of a 1N K2CO3 solution are added dropwise, at 70° C., to 1.9 g (2.8 mmol) of 1-{4-[2-(1-methyl-1-phenyl-ethyl)-2H-tetrazol-5-yl]-phenyl}-4(S)-hydroxy-2-(tert-butoxycarbonyl)amino-5(S)-(trifluoroacetyl)amino-6-phenyl-2-azahexane in 29 ml of methanol and the mixture is stirred for 15 hours. After cooling and concentration by evaporation, methylene chloride and water and added; the aqueous phase is separated off and extracted with methylene chloride. The organic phases are washed with water, ... Product: CC(C)(C1=CC=CC=C1)N1N=C(N=N1)C1=CC=C(C=C1)CN(C[C@@H]([C@H](CC1=CC=CC=C1)N)O)NC(=O)OC(C)(C)C (1-{4-[2-(1-Methyl-1-phenyl-ethyl)-2H-tetrazol-5-yl]-phenyl}-4(S)-hydroxy-2-(tert-butoxycarbonyl)amino-5(S)-amino-6-phenyl-2-azahexane). Reaction SMILES: C([O-])([O-])=O.[K+].[K+].[CH3:7][C:8]([N:16]1[N:20]=[N:19][C:18]([C:21]2[CH:26]=[CH:25][C:24]([CH2:27][N:28]([NH:47][C:48]([O:50][C:51]([CH3:54])([CH3:53])[CH3:52])=[O:49])[CH2:29][C@H:30]([OH:46])[C@@H:31]([NH:39]C(=O)C(F)(F)F)[CH2:32][C:33]3[CH:38]=[CH:37][CH:36]=[CH:35][CH:34]=3)=[CH:23][CH:22]=2)=[N:17]1)([C:10]1[CH:15]=[CH:14][CH:13]=[CH:12][CH:11]=1)[CH3:9]>CO>[CH3:9][C:8]([N:16]1[N:20]=[N:19][C:18]([C:21]2[CH:26]=[CH:25][C:24]([CH2:27][N:28]([NH:47][C:48]([O:50][C:51]([CH3:54])([CH3:53])[CH3:52])=[O:49])[CH2:29][C@H:30]([OH:46])[C@@H:31]([NH2:39])[CH2:32][C:33]3[CH:38]=[CH:37][CH:36]=[CH:35][CH:34]=3)=[CH:23][CH:22]=2)=[N:17]1)([C:10]1[CH:15]=[CH:14][CH:13]=[CH:12][CH:11]=1)[CH3:7] |f:0.1.2|. Solvent: CO (methanol). The reactants are C(=O)([O-])[O-].[K+].[K+] (K2CO3), CC(C)(C1=CC=CC=C1)N1N=C(N=N1)C1=CC=C(C=C1)CN(C[C@@H]([C@H](CC1=CC=CC=C1)NC(C(F)(F)F)=O)O)NC(=O)OC(C)(C)C (1-{4-[2-(1-methyl-1-phenyl-ethyl)-2H-tetrazol-5-yl]-phenyl}-4(S)-hydroxy-2-(tert-butoxycarbonyl)amino-5(S)-(trifluoroacetyl)amino-6-phenyl-2-azahexane). Reactants: Cl, Nn1cn[nH]c1=O, O=Cc1cccnc1. Product: O=c1[nH]ncn1N=Cc1cccnc1. Reaction SMILES: [ClH:16].[NH2:1][n:2]1[c:3](=[O:7])[nH:4][n:5][cH:6]1.[n:8]1[cH:9][c:10]([CH:14]=[O:15])[cH:11][cH:12][cH:13]1>>[N:1]([n:2]1[c:3](=[O:7])[nH:4][n:5][cH:6]1)=[CH:14][c:10]1[cH:9][n:8][cH:13][cH:12][cH:11]1. Yields the product COCOc1cc(OC)c(OCOC)c(CCCCCc2c(OC)c(OCOC)c(I)c(OC)c2OCOC)c1OC. Reactants: [Li]CCCC, COCOc1cc(OC)c(OCOC)c(CCCCCc2c(OC)c(OCOC)cc(OC)c2OCOC)c1OC, CN(C)CCN(C)C, CN(C)P(=O)(N(C)C)N(C)C, O=C1CCC(=O)N1I, C1CCOC1. RXN SMILES: [CH2:50]([Li:51])[CH2:52][CH2:53][CH3:54].[CH3:1][O:2][c:3]1[c:4]([CH2:19][CH2:20][CH2:21][CH2:22][CH2:23][c:24]2[c:25]([O:40][CH3:41])[c:26]([O:36][CH2:37][O:38][CH3:39])[cH:27][c:28]([O:34][CH3:35])[c:29]2[O:30][CH2:31][O:32][CH3:33])[c:5]([O:15][CH2:16][O:17][CH3:18])[c:6]([O:13][CH3:14])[cH:7][c:8]1[O:9][CH2:10][O:11][CH3:12].[CH3:42][N:43]([CH2:44][CH2:45][N:46]([CH3:47])[CH3:48])[CH3:49].[CH3:68][N:69]([CH3:70])[P:71](=[O:72])([N:73]([CH3:74])[CH3:75])[N:76]([CH3:77])[CH3:78].[I:55][N:56]1[C:57](=[O:58])[CH2:59][CH2:60][C:61]1=[O:62].[O:63]1[CH2:64][CH2:65][CH2:66][CH2:67]1>>[CH3:1][O:2][c:3]1[c:4]([CH2:19][CH2:20][CH2:21][CH2:22][CH2:23][c:24]2[c:25]([O:40][CH3:41])[c:26]([O:36][CH2:37][O:38][CH3:39])[cH:27][c:28]([O:34][CH3:35])[c:29]2[O:30][CH2:31][O:32][CH3:33])[c:5]([O:15][CH2:16][O:17][CH3:18])[c:6]([O:13][CH3:14])[c:7]([I:55])[c:8]1[O:9][CH2:10][O:11][CH3:12].